The task is: describe an organic reaction: reactants, conditions, products, and yield. This data is from the Open Reaction Database (ORD), a public repository of structured organic reaction records. Reactants: C[Si](N[Si](C)(C)C)(C)C (hexamethyldisilazane), NC(=O)OCC (urethane), N (ammonia). Reagents/catalysts: S1(=O)(=O)NC(=O)C2=CC=CC=C12 (saccharin). Solvent: C1(=CC=CC=C1)C (toluene). Reaction conditions: time 15 minute. Yields the product C[Si](NC(=O)OCC)(C)C (N-trimethylsilylurethane). Yield: 129.0%. As a reaction SMILES: [CH3:1][Si:2]([CH3:9])([CH3:8])[NH:3][Si](C)(C)C.N[C:11]([O:13][CH2:14][CH3:15])=[O:12].N>S1(C2C(=CC=CC=2)C(=O)N1)(=O)=O.C1(C)C=CC=CC=1>[CH3:1][Si:2]([CH3:9])([CH3:8])[NH:3][C:11]([O:13][CH2:14][CH3:15])=[O:12]. Procedure: 15.6 ml of hexamethyldisilazane (0.075 mole) were added over 2 minutes to a refluxing mixture of 8.9 g (0.1 mole) of urethane, 183 mg (1 mmole) of saccharin and 10 ml of toluene and the theoretical amount of ammonia was evolved in 30 minutes. Refluxing was continued for 15 minutes and the solvent and excess hexamethyldisilazane were removed under reduced pressure. The residue was vacuum distilled to obtain 15.6 g (96.9%) of N-trimethylsilylurethane boiling at 73° C. at 12 mm Hg and nD 25=1.4268. Starting materials: FC(F)(F)c1cc(Br)c2nc(N3CCN(c4ncccc4C(F)(F)F)CC3)[nH]c2c1, C1COCCO1, CCCC[Sn](CCCC)(CCCC)c1ccccn1, c1ccc(P(c2ccccc2)(c2ccccc2)[Pd](P(c2ccccc2)(c2ccccc2)c2ccccc2)(P(c2ccccc2)(c2ccccc2)c2ccccc2)P(c2ccccc2)(c2ccccc2)c2ccccc2)cc1. Yields the product FC(F)(F)c1cc(-c2ccccn2)c2[nH]c(N3CCN(c4ncccc4C(F)(F)F)CC3)nc2c1. Reaction SMILES: [Br:1][c:2]1[cH:3][c:4]([C:27]([F:28])([F:29])[F:30])[cH:5][c:6]2[nH:7][c:8]([N:11]3[CH2:12][CH2:13][N:14]([c:17]4[n:18][cH:19][cH:20][cH:21][c:22]4[C:23]([F:24])([F:25])[F:26])[CH2:15][CH2:16]3)[n:9][c:10]12.[CH2:127]1[O:128][CH2:129][CH2:130][O:131][CH2:132]1.[CH2:31]([Sn:32]([CH2:33][CH2:34][CH2:35][CH3:42])([c:36]1[n:37][cH:38][cH:39][cH:40][cH:41]1)[CH2:43][CH2:44][CH2:45][CH3:46])[CH2:47][CH2:48][CH3:49].[cH:50]1[cH:51][cH:52][c:53]([P:54]([Pd:55]([P:56]([c:57]2[cH:58][cH:59][cH:60][cH:61][cH:62]2)([c:63]2[cH:64][cH:65][cH:66][cH:67][cH:68]2)[c:69]2[cH:70][cH:71][cH:72][cH:73][cH:74]2)([P:75]([c:76]2[cH:77][cH:78][cH:79][cH:80][cH:81]2)([c:82]2[cH:83][cH:84][cH:85][cH:86][cH:87]2)[c:88]2[cH:89][cH:90][cH:91][cH:92][cH:93]2)[P:94]([c:95]2[cH:96][cH:97][cH:98][cH:99][cH:100]2)([c:101]2[cH:102][cH:103][cH:104][cH:105][cH:106]2)[c:107]2[cH:108][cH:109][cH:110][cH:111][cH:112]2)([c:113]2[cH:114][cH:115][cH:116][cH:117][cH:118]2)[c:119]2[cH:120][cH:121][cH:122][cH:123][cH:124]2)[cH:125][cH:126]1>>[c:2]1(-[c:36]2[n:37][cH:38][cH:39][cH:40][cH:41]2)[cH:3][c:4]([C:27]([F:28])([F:29])[F:30])[cH:5][c:6]2[n:7][c:8]([N:11]3[CH2:12][CH2:13][N:14]([c:17]4[n:18][cH:19][cH:20][cH:21][c:22]4[C:23]([F:24])([F:25])[F:26])[CH2:15][CH2:16]3)[nH:9][c:10]12. Starting materials: P(=O)([O-])([O-])[O-] (phosphate), C(C)(=O)Cl (acetyl chloride), N1=CC=CC=C1 (pyridine), OCC#CC(=O)C1=CC(=C(C(=C1)OC)OC)OC (4-hydroxy-1-(3,4,5-trimethoxyphenyl)-2-butyn-1-one). The solvent is C(Cl)Cl (methylene chloride). Run at time 1 hour. Product: C(C)(=O)OCC#CC(C1=CC(=C(C(=C1)OC)OC)OC)=O (3-(3,4,5-trimethoxy-benzoyl)-2-propynyl acetate). Reaction SMILES: [C:1](Cl)(=[O:3])[CH3:2].N1C=CC=CC=1.[OH:11][CH2:12][C:13]#[C:14][C:15]([C:17]1[CH:22]=[C:21]([O:23][CH3:24])[C:20]([O:25][CH3:26])=[C:19]([O:27][CH3:28])[CH:18]=1)=[O:16].P([O-])([O-])([O-])=O>C(Cl)Cl>[C:1]([O:11][CH2:12][C:13]#[C:14][C:15](=[O:16])[C:17]1[CH:18]=[C:19]([O:27][CH3:28])[C:20]([O:25][CH3:26])=[C:21]([O:23][CH3:24])[CH:22]=1)(=[O:3])[CH3:2]. Procedure: 0.815 g of acetyl chloride and 0.827 g of pyridine were added simultaneously to a solution of 2.0 g (7.99 mmol) of 4-hydroxy-1-(3,4,5-trimethoxyphenyl)-2-butyn-1-one in 20 ml of methylene chloride. The reaction mixture was stirred at 0° for 1 hour, whereupon it was treated with 30 ml of phosphate buffer (pH 6) and the aqueous phase was extracted twice with methylene chloride. The combined organic phases were dried over magnesium sulphate and evaporated. The residue was recrystallized from ethyl ...